From a dataset of the Open Reaction Database (ORD), a public repository of structured organic reaction records. describe an organic reaction: reactants, conditions, products, and yield Reactants: C(C)OC(C1=C(C=CC=C1)S(N)(=O)=O)=O (2-sulfamoylbenzoic acid ethyl ester), BrCCCN1C(C2=CC=CC=3C2=C(C1=O)C=CC3)=O (2-(3-Bromopropyl)benzo[de]isoquinoline-1,3-dione). Yields the product O=C1N(C(C2=C3C(C=CC=C13)=CC=C2)=O)CCCNS(=O)(=O)C2=C(C(=O)O)C=CC=C2 (2-[3-(1,3-Dioxo-1H,3H-benzo[de]isoquinolin-2-yl)propylsulfamoyl]benzoic acid). As a reaction SMILES: C([O:3][C:4](=[O:15])[C:5]1[CH:10]=[CH:9][CH:8]=[CH:7][C:6]=1[S:11](=[O:14])(=[O:13])[NH2:12])C.Br[CH2:17][CH2:18][CH2:19][N:20]1[C:29](=[O:30])[C:28]2[CH:31]=[CH:32][CH:33]=[C:26]3[C:27]=2[C:22](=[CH:23][CH:24]=[CH:25]3)[C:21]1=[O:34]>>[O:34]=[C:21]1[C:22]2[C:27]3[C:26](=[CH:33][CH:32]=[CH:31][C:28]=3[C:29](=[O:30])[N:20]1[CH2:19][CH2:18][CH2:17][NH:12][S:11]([C:6]1[CH:7]=[CH:8][CH:9]=[CH:10][C:5]=1[C:4]([OH:3])=[O:15])(=[O:13])=[O:14])[CH:25]=[CH:24][CH:23]=2. Procedure details: The compound was prepared according to GP-2 using 2-sulfamoylbenzoic acid ethyl ester 4 and compound 3a. The crude product was purified by flash column chromatography using MeOH—CHCl3 to obtain 5a. 1H NMR (500 MHz, DMSO-d6) δ 9.43 (bs, 2H), 8.49-8.46 (m, 4H), 7.87 (t, J=8.0 Hz, 2H), 7.68 (d, J=7.5 Hz 1H), 7.64 (d, J=8.0 Hz 1H), 7.49 (t, J=7.5 Hz, 1H), 7.33 (t, J=7.5 Hz, 1H), 4.02 (t, J=7.5, 2H), 2.76 (q, J=7.0 Hz, 2H), 1.90-1.60 (m, 2H). MS (ES−) m/z 437 (M−H)−. Reactants: BrC=1C=C(C=CC1)B(O)O (3-bromophenyl boronic acid), ClC1=C(C(=O)OC)C=CC=N1 (methyl 2-chloronicotinate), solution, C([O-])([O-])=O.[Na+].[Na+] (sodium carbonate), C1(=CC=CC=C1)C (toluene). The reagents and catalysts are [Pd].C1(=CC=CC=C1)P(C1=CC=CC=C1)C1=CC=CC=C1.C1(=CC=CC=C1)P(C1=CC=CC=C1)C1=CC=CC=C1.C1(=CC=CC=C1)P(C1=CC=CC=C1)C1=CC=CC=C1.C1(=CC=CC=C1)P(C1=CC=CC=C1)C1=CC=CC=C1 (tetrakis-(triphenylphosphine) palladium). The solvent is C(C)O (ethanol). Product: BrC=1C=C(C=CC1)C1=C(C(=O)OC)C=CC=N1 (methyl 2-[3-bromophenyl]nicotinate). As a reaction SMILES: [Br:1][C:2]1[CH:3]=[C:4](B(O)O)[CH:5]=[CH:6][CH:7]=1.Cl[C:12]1[N:21]=[CH:20][CH:19]=[CH:18][C:13]=1[C:14]([O:16][CH3:17])=[O:15].C(=O)([O-])[O-].[Na+].[Na+].C1(C)C=CC=CC=1>[Pd].C1(P(C2C=CC=CC=2)C2C=CC=CC=2)C=CC=CC=1.C1(P(C2C=CC=CC=2)C2C=CC=CC=2)C=CC=CC=1.C1(P(C2C=CC=CC=2)C2C=CC=CC=2)C=CC=CC=1.C1(P(C2C=CC=CC=2)C2C=CC=CC=2)C=CC=CC=1.C(O)C>[Br:1][C:2]1[CH:3]=[C:4]([C:12]2[N:21]=[CH:20][CH:19]=[CH:18][C:13]=2[C:14]([O:16][CH3:17])=[O:15])[CH:5]=[CH:6][CH:7]=1 |f:2.3.4,6.7.8.9.10|. Reported procedure: A mixture of 4.02 g (20 mmole) of 3-bromophenyl boronic acid, 6.86 g (40 mmole) of methyl 2-chloronicotinate, 600 mg of tetrakis-(triphenylphosphine) palladium, 25 mL of 2M solution of sodium carbonate, 50 mL of toluene, and 13 mL of ethanol was heated 20 hours at 80°. The reaction mixture was cooled to r.t. and partitioned between ethyl acetate and saturated sodium chloride solution. The organic phase was washed with sodium chloride solution several times, and dried over anhydrous magnesium sul...